From a dataset of the Open Reaction Database (ORD), a public repository of structured organic reaction records. describe an organic reaction: reactants, conditions, products, and yield Reactants: CCOC(=O)C(c1ccc(N)cc1F)c1cc(C)c(C(=O)c2ccccc2)n1C, C1CCOC1, CO, [Na+], [OH-]. Yields the product Cc1cc(Cc2ccc(N)cc2F)n(C)c1C(=O)c1ccccc1. As a reaction SMILES: [C:1]([c:2]1[cH:3][cH:4][cH:5][cH:6][cH:7]1)(=[O:8])[c:9]1[c:10]([CH3:29])[cH:11][c:12]([CH:15]([C:16]([O:17][CH2:18][CH3:19])=[O:20])[c:21]2[c:22]([F:28])[cH:23][c:24]([NH2:27])[cH:25][cH:26]2)[n:13]1[CH3:14].[CH2:34]1[O:35][CH2:36][CH2:37][CH2:38]1.[CH3:32][OH:33].[Na+:31].[OH-:30]>>[C:1]([c:2]1[cH:3][cH:4][cH:5][cH:6][cH:7]1)(=[O:8])[c:9]1[c:10]([CH3:29])[cH:11][c:12]([CH2:15][c:21]2[c:22]([F:28])[cH:23][c:24]([NH2:27])[cH:25][cH:26]2)[n:13]1[CH3:14]. Starting materials: N1(N=CC=C1)CSC1=CC=C(N)C=C1 (4-[(pyrazol-1-ylmethyl)sulfanyl]aniline), C(CCC)OCCOC1=CC=C(C=C1)C=1C=CC2=C(C=C(CCN2CC(C)C)C(=O)O)C1 (7-[4-(2-butoxyethoxy)phenyl]-1-isobutyl-2,3-dihydro-1-benzazepine-4-carboxylic acid), CN(C)C=O (DMF), S(=O)(Cl)Cl (thionyl chloride). The solvent is O1CCCC1 (tetrahydrofuran), C(C)N(CC)CC (triethylamine), O1CCCC1 (tetrahydrofuran), O (water). Run at time 1 hour. The product is C(CCC)OCCOC1=CC=C(C=C1)C=1C=CC2=C(C=C(CCN2CC(C)C)C(=O)NC2=CC=C(C=C2)SCN2N=CC=C2)C1 (7-[4-(2-butoxyethoxy)phenyl]-1-isobutyl-N-[4-[(pyrazol-1-ylmethyl)sulfanyl]phenyl]-2,3-dihydro-1-benzazepine-4-carboxamide). Yield: 38.4%. RXN SMILES: [CH2:1]([O:5][CH2:6][CH2:7][O:8][C:9]1[CH:14]=[CH:13][C:12]([C:15]2[CH:16]=[CH:17][C:18]3[N:24]([CH2:25][CH:26]([CH3:28])[CH3:27])[CH2:23][CH2:22][C:21]([C:29](O)=[O:30])=[CH:20][C:19]=3[CH:32]=2)=[CH:11][CH:10]=1)[CH2:2][CH2:3][CH3:4].CN(C=O)C.S(Cl)(Cl)=O.[N:42]1([CH2:47][S:48][C:49]2[CH:55]=[CH:54][C:52]([NH2:53])=[CH:51][CH:50]=2)[CH:46]=[CH:45][CH:44]=[N:43]1>O1CCCC1.O.C(N(CC)CC)C>[CH2:1]([O:5][CH2:6][CH2:7][O:8][C:9]1[CH:10]=[CH:11][C:12]([C:15]2[CH:16]=[CH:17][C:18]3[N:24]([CH2:25][CH:26]([CH3:27])[CH3:28])[CH2:23][CH2:22][C:21]([C:29]([NH:53][C:52]4[CH:54]=[CH:55][C:49]([S:48][CH2:47][N:42]5[CH:46]=[CH:45][CH:44]=[N:43]5)=[CH:50][CH:51]=4)=[O:30])=[CH:20][C:19]=3[CH:32]=2)=[CH:13][CH:14]=1)[CH2:2][CH2:3][CH3:4]. Procedure: To a solution of 7-[4-(2-butoxyethoxy)phenyl]-1-isobutyl-2,3-dihydro-1-benzazepine-4-carboxylic acid (700 mg) in tetrahydrofuran (15 ml) was added one droplet of DMF. Then, thionyl chloride (0.15 ml) was added to the mixture at 0° C., and the mixture was allowed to be at room temperature and stirred for 1 hour under nitrogen atmosphere. This solution was added to a solution of 4-[(pyrazol-1-ylmethyl)sulfanyl]aniline (427 mg) and triethylamine (5.8 ml) in tetrahydrofuran (15 ml) at 0° C. The mixt... The reactants are BrC1=C(C=C(C(=O)Cl)C=C1)C (4-bromo-3-methyl-benzoyl chloride), COC(C=C(C)NC)=O (3-methylamino-but-2-enoic acid methyl ester), Cl.N1=CC=CC=C1 (pyridine hydrochloride), N1=CC=CC=C1 (pyridine). Run in O1CCCC1 (tetrahydrofuran). Run at time 8 hour. Product: COC(C(/C(/C)=N/C)C(C1=CC(=C(C=C1)Br)C)=O)=O (2-(4-Bromo-3-methyl-benzoyl)-3-[(E)-methylimino]-butyric acid methyl ester). Reaction SMILES: [Br:1][C:2]1[CH:10]=[CH:9][C:5]([C:6](Cl)=[O:7])=[CH:4][C:3]=1[CH3:11].[CH3:12][O:13][C:14](=[O:20])[CH:15]=[C:16]([NH:18][CH3:19])[CH3:17].N1C=CC=CC=1.Cl.N1C=CC=CC=1>O1CCCC1>[CH3:12][O:13][C:14](=[O:20])[CH:15]([C:6](=[O:7])[C:5]1[CH:9]=[CH:10][C:2]([Br:1])=[C:3]([CH3:11])[CH:4]=1)/[C:16](=[N:18]/[CH3:19])/[CH3:17] |f:3.4|. Procedure: To 4-bromo-3-methyl-benzoyl chloride (40.0 mmol) in tetrahydrofuran (300 mL) wad added 3-methylamino-but-2-enoic acid methyl ester (5.12 g, 40.0 mmol), followed by pyridine (3.2 mL, 40.0 mmol), and the reaction was stirred overnight at room temperature. Solid pyridine hydrochloride coated the flask, so the mixture was decanted, and the solid was washed three times with EtOAc. The combined solutions were concentrated and diluted with EtOAc (500 mL), and the mixture was washed three times with wat... Starting materials: BrC1=C(C(=CC(=C1)Br)Br)O (2,4,6--tribromophenol), alphaolefin oxide, C1CO1 (ethylene oxide), C1C(C)O1 (propylene oxide). Reagents/catalysts: [Cl-].C[N+](C)(C)C (tetramethylammonium chloride). Yields the product ( e ), BrC1=C(OC(C)O)C(=CC(=C1)Br)Br (2,4,6-tribromophenoxyethanol). RXN SMILES: [Br:1][C:2]1[CH:7]=[C:6]([Br:8])[CH:5]=[C:4]([Br:9])[C:3]=1[OH:10].[CH2:11]1[O:13][CH2:12]1.C1OC1C>[Cl-].C[N+](C)(C)C>[Br:1][C:2]1[CH:7]=[C:6]([Br:8])[CH:5]=[C:4]([Br:9])[C:3]=1[O:10][CH:12]([OH:13])[CH3:11] |f:3.4|. Reported procedure: Monomers of type (e) are prepared by the reaction of 2,4,6--tribromophenol with an alphaolefin oxide such as ethylene oxide and propylene oxide, in the presence of 1 to 3 percent tetramethylammonium chloride at 80° to 100°C. for 3 to 6 hours to form 2,4,6-tribromophenoxyethanol. The reaction mixture is washed thoroughly with water after dissolving in solvent, dried with a drying agent, and stripped of solvent under reduced pressure at 40° to 60°C. The product is then analyzed for hydroxyl number... Reactants: O=C(F)F, O=C=Nc1ccc(Cl)cc1C(F)(F)F, F. RXN SMILES: [C:16]([F:17])([F:18])=[O:19].[Cl:1][c:2]1[cH:3][c:4]([C:11]([F:12])([F:13])[F:14])[c:5]([N:8]=[C:9]=[O:10])[cH:6][cH:7]1.[FH:15]>>[Cl:1][c:2]1[cH:3][c:4]([C:11]([F:12])([F:13])[F:14])[c:5]([NH:8][C:9](=[O:10])[F:18])[cH:6][cH:7]1. Product: O=C(F)Nc1ccc(Cl)cc1C(F)(F)F. The reactants are COC(=O)C1CCCC(=O)N1C(=O)OC(C)(C)C, CC(=O)n1ccnc1, CCCCCC, CC(C)[N-]C(C)C, [Cl-], [Li+], [NH4+], C1CCOC1. Yields the product COC(=O)C1CCC(C(C)=O)C(=O)N1C(=O)OC(C)(C)C. As a reaction SMILES: [C:9]([CH3:10])([CH3:11])([CH3:12])[O:13][C:14](=[O:15])[N:16]1[CH:17]([C:23](=[O:24])[O:25][CH3:26])[CH2:18][CH2:19][CH2:20][C:21]1=[O:22].[CH3:27][C:28](=[O:29])[n:30]1[cH:31][n:32][cH:33][cH:34]1.[CH3:37][CH2:38][CH2:39][CH2:40][CH2:41][CH3:42].[CH:1]([N-:2][CH:3]([CH3:4])[CH3:5])([CH3:6])[CH3:7].[Cl-:35].[Li+:8].[NH4+:36].[O:43]1[CH2:44][CH2:45][CH2:46][CH2:47]1>>[C:9]([CH3:10])([CH3:11])([CH3:12])[O:13][C:14](=[O:15])[N:16]1[CH:17]([C:23](=[O:24])[O:25][CH3:26])[CH2:18][CH2:19][CH:20]([C:28]([CH3:27])=[O:29])[C:21]1=[O:22].